From a dataset of the Open Reaction Database (ORD), a public repository of structured organic reaction records. describe an organic reaction: reactants, conditions, products, and yield The reactants are C[C@@H](CC1=CC=CC=C1)NC1=C2C(=NC(=N1)Cl)N(N=C2)C2=CC=CC=C2 ((S)-N-(1-methyl-2-phenylethyl)-1-phenyl-6-chloro-1H-pyrazolo[3,4-d]pyrimidin-4-amine), C(CC)O (n-propanol), [Na] (sodium), C(CC)O (n-propanol). Solvent: [Na+].[Cl-] (NaCl). Run at temperature 90 celsius. Yields the product C[C@@H](CC1=CC=CC=C1)NC1=C2C(=NC(=N1)OCCC)N(N=C2)C2=CC=CC=C2 ((S)-N-(1-methyl-2-phenylethyl)1-phenyl-6-propoxy-1H-pyrazolo[3,4-d]pyrimidin-4-amine). RXN SMILES: [Na].[CH3:2][C@H:3]([NH:11][C:12]1[N:17]=[C:16](Cl)[N:15]=[C:14]2[N:19]([C:22]3[CH:27]=[CH:26][CH:25]=[CH:24][CH:23]=3)[N:20]=[CH:21][C:13]=12)[CH2:4][C:5]1[CH:10]=[CH:9][CH:8]=[CH:7][CH:6]=1.[CH2:28]([OH:31])[CH2:29][CH3:30]>[Na+].[Cl-]>[CH3:2][C@H:3]([NH:11][C:12]1[N:17]=[C:16]([O:31][CH2:28][CH2:29][CH3:30])[N:15]=[C:14]2[N:19]([C:22]3[CH:27]=[CH:26][CH:25]=[CH:24][CH:23]=3)[N:20]=[CH:21][C:13]=12)[CH2:4][C:5]1[CH:10]=[CH:9][CH:8]=[CH:7][CH:6]=1 |f:3.4,^1:0|. Procedure details: Next, 324 mg sodium was reacted with 10 ml of n-propanol. To this, 640 mg of (S)-N-(1-methyl-2-phenylethyl)-1-phenyl-6-chloro-1H-pyrazolo[3,4-d]pyrimidin-4-amine in 5 ml of n-propanol was added with stirring and the reaction was heated to 90° C. for 2 hours. It was then cooled, diluted with 200 ml saturated NaCl, and extracted with 200 ml CHCl3. The organic layer was dried over MgSO4, filtered, and concentrated to yield an oil which was purified by radial chromatography (30-50% Et2O/hexane) to y... Reactants: C(C)(C)SC1=NC=CC=C1CO ((2-isopropylsulfanyl-pyridin-3-yl)-methanol), O=S(Cl)Cl (SOCl2). Solvent: CC#N (CH3CN). Reaction conditions: time 2 hour. The product is ClCC=1C(=NC=CC1)SC(C)C (3-chloromethyl-2-isopropylsulfanyl-pyridine). Isolated yield 92.1%. RXN SMILES: [CH:1]([S:4][C:5]1[C:10]([CH2:11]O)=[CH:9][CH:8]=[CH:7][N:6]=1)([CH3:3])[CH3:2].O=S(Cl)[Cl:15]>CC#N>[Cl:15][CH2:11][C:10]1[C:5]([S:4][CH:1]([CH3:3])[CH3:2])=[N:6][CH:7]=[CH:8][CH:9]=1. Procedure: (2-Isopropylsulfanyl-pyridin-3-yl)-methanol (3.0 g, 16.37 mmol) obtained in Step B was dissolved in CH3CN (20 mL), and SOCl2(2.39 mL, 32.74 mmol) was added thereto dropwise at 0° C. The mixture was stirred at room temperature for 2 hours. After the termination of the reaction, the reactant was concentrated under reduced pressure. After the addition of EtOAc, the organic layer was washed with water, dried with MgSO4, filtrated and concentrated under reduced pressure to obtain the title compound (... The reactants are N[C@H](CO)\C=C\C1=CC=C(C=C1)[N+](=O)[O-] ((E)-(S)-2-amino-4-(4-nitro-phenyl)-but-3-en-1-ol), C(C)(=O)[O-].[Na+] (sodium acetate), N#CBr (cyanogen bromide), N (ammonia). Run in CO (methanol), CO (methanol). Run at time 2 day. Product: [N+](=O)([O-])C1=CC=C(C=C1)/C=C/[C@@H]1N=C(OC1)N ((S)-4-[(E)-2-(4-nitro-phenyl)-vinyl]-4,5-dihydro-oxazol-2-ylamine). The yield is 33.9%. As a reaction SMILES: [NH2:1][C@@H:2](/[CH:5]=[CH:6]/[C:7]1[CH:12]=[CH:11][C:10]([N+:13]([O-:15])=[O:14])=[CH:9][CH:8]=1)[CH2:3][OH:4].C([O-])(=O)C.[Na+].[N:21]#[C:22]Br.N>CO>[N+:13]([C:10]1[CH:11]=[CH:12][C:7](/[CH:6]=[CH:5]/[C@H:2]2[CH2:3][O:4][C:22]([NH2:21])=[N:1]2)=[CH:8][CH:9]=1)([O-:15])=[O:14] |f:1.2|. Procedure: To a solution of (E)-(S)-2-amino-4-(4-nitro-phenyl)-but-3-en-1-ol (2.5 g) in methanol (90 ml) at room temperature was added sodium acetate (3.0 g) followed by a solution of cyanogen bromide (1.65 g) in methanol (10 ml) dropwise over 15 minutes. The reaction mixture was stirred for 2 days, then 25% aqueous ammonia (8.2 ml) was added and the solution stirred for 1 hour at room temperature. The solvent was evaporated in vacuo and the residue purified by Isco chromatography (column: Silicycle Si-Ami... Reactants: ClC1=NC=C(C=C1)C1OC1 (2-chloro-5-oxiranyl-pyridine), NC1CC(CCC1)N1C(C=2C(C=3C(=CC=CC13)Cl)=NOC2C)=O (5-(3-Amino-cyclohexyl)-9-chloro-3-methyl-5H-isoxazolo[4,3-c]quinolin4-one). Run in C(C)O (ethanol). Product: ClC=1C=2C=3C(C(N(C2C=CC1)C1CC(CCC1)NCC(O)C=1C=NC(=CC1)Cl)=O)=C(ON3)C (9-Chloro-5-{3-[2-(6-chloropyridin-3-yl)-2-hydroxyethylamino]cyclohexyl}-3-methyl-5H-isoxazolo[4,3-c]quinolin4one). RXN SMILES: [Cl:1][C:2]1[CH:7]=[CH:6][C:5]([CH:8]2[CH2:10][O:9]2)=[CH:4][N:3]=1.[NH2:11][CH:12]1[CH2:17][CH2:16][CH2:15][CH:14]([N:18]2[C:27]3[CH:26]=[CH:25][CH:24]=[C:23]([Cl:28])[C:22]=3[C:21]3=[N:29][O:30][C:31]([CH3:32])=[C:20]3[C:19]2=[O:33])[CH2:13]1>C(O)C>[Cl:28][C:23]1[C:22]2[C:21]3[C:20](=[C:31]([CH3:32])[O:30][N:29]=3)[C:19](=[O:33])[N:18]([CH:14]3[CH2:15][CH2:16][CH2:17][CH:12]([NH:11][CH2:10][CH:8]([C:5]4[CH:4]=[N:3][C:2]([Cl:1])=[CH:7][CH:6]=4)[OH:9])[CH2:13]3)[C:27]=2[CH:26]=[CH:25][CH:24]=1. Procedure: To a stirred solution of 6-chloronicotinic acid (900 mg, 5.7 mmol) in THF (7 mL) was added BH3 (16 mL, 17.1 mmol, 1M in THF) under N2 atmosphere. The reaction mixture was stirred for 5 h. It was quenched with methanol (5 mL) and then concentrated. The crude was dissolved in EtOAc (30 mL), washed with 1N NaOH (15 mL×3), brine, dried and concentrated. Yield: 615 mg (75%) of 6-chloro-pyridin-3-yl-methanol. To this alcohol (615 mg, 4.28 mmol) solution in CH2Cl2 (8 mL) was added Dess-Martin reagent (... Reactants: [Al+3], CCOC(C)=O, Cc1ccccc1, [Cl-], [Cl-], [Cl-], COc1ccc(C(=O)Cc2ccc(Cl)cc2)cc1, Cl. The product is O=C(Cc1ccc(Cl)cc1)c1ccc(O)cc1. Reaction SMILES: [Al+3:2].[CH3:24][CH2:25][O:26][C:27](=[O:28])[CH3:29].[CH3:30][c:31]1[cH:32][cH:33][cH:34][cH:35][cH:36]1.[Cl-:1].[Cl-:3].[Cl-:4].[Cl:5][c:6]1[cH:7][cH:8][c:9]([CH2:12][C:13](=[O:14])[c:15]2[cH:16][cH:17][c:18]([O:21][CH3:22])[cH:19][cH:20]2)[cH:10][cH:11]1.[ClH:23]>>[Cl:5][c:6]1[cH:7][cH:8][c:9]([CH2:12][C:13](=[O:14])[c:15]2[cH:16][cH:17][c:18]([OH:21])[cH:19][cH:20]2)[cH:10][cH:11]1. The reactants are O (water), C([O-])([O-])=O.[K+].[K+] (potassium carbonate), ClC=1N=C(NC1C1=CC=C(C=C1)C)C#N (4-chloro-5-(4-tolyl)-imidazole-2-carbonitrile), CC1=NOC(=C1S(=O)(=O)Cl)C (3,5-dimethylisoxazole-4-sulphonyl chloride). Solvent: C(C)#N (acetonitrile). Run at temperature 20 celsius, time 10 minute. The product is ClC=1N=C(N(C1C1=CC=C(C=C1)C)S(=O)(=O)C=1C(=NOC1C)C)C#N (4-chloro-1-(3,5-dimethylisoxazol-4-yl-sulphonyl)-5-(4-tolyl)-imidazole-2-carbonitrile). Isolated yield 47.8%. As a reaction SMILES: C(=O)([O-])[O-].[K+].[K+].[Cl:7][C:8]1[N:9]=[C:10]([C:20]#[N:21])[NH:11][C:12]=1[C:13]1[CH:18]=[CH:17][C:16]([CH3:19])=[CH:15][CH:14]=1.[CH3:22][C:23]1[C:27]([S:28](Cl)(=[O:30])=[O:29])=[C:26]([CH3:32])[O:25][N:24]=1.O>C(#N)C>[Cl:7][C:8]1[N:9]=[C:10]([C:20]#[N:21])[N:11]([S:28]([C:27]2[C:23]([CH3:22])=[N:24][O:25][C:26]=2[CH3:32])(=[O:30])=[O:29])[C:12]=1[C:13]1[CH:14]=[CH:15][C:16]([CH3:19])=[CH:17][CH:18]=1 |f:0.1.2|. Reported procedure: 2.0 g (15 mmol) of potassium carbonate are added to a solution of 2.2 g (10 mmol) of 4-chloro-5-(4-tolyl)-imidazole-2-carbonitrile in 30 ml of acetonitrile, and the mixture is stirred at 20° C. for 10 minutes. The mixture is subsequently admixed with 1.9 g (10 mmol) of 3,5-dimethylisoxazole-4-sulphonyl chloride and stirred at 20° C. for 4 hours. The reaction mixture is then poured into 150 ml of water and extracted with 50 ml of ethyl acetate. The combined organic phases are dried over sodium su...